From a dataset of the Open Reaction Database (ORD), a public repository of structured organic reaction records. describe an organic reaction: reactants, conditions, products, and yield Reactants: ClC(CC1=C(C(=C(COC2OCCCC2)C(=C1F)F)F)F)=C (2-[4-(2-chloroprop-2-en-1-yl)-2,3,5,6-tetrafluorobenzyloxy]tetrahydropyran), O (water). Reagents/catalysts: Cl (hydrochloric acid). Solvent: CO (methanol). Reaction conditions: time 6 hour. Yields the product ClC(CC1=C(C(=C(CO)C(=C1F)F)F)F)=C (4-(2-chloroprop-2-en-1-yl)-2,3,5,6-tetrafluorobenzyl alcohol). Isolated yield 99.8%. RXN SMILES: [Cl:1][C:2](=[CH2:22])[CH2:3][C:4]1[C:17]([F:18])=[C:16]([F:19])[C:7]([CH2:8][O:9]C2CCCCO2)=[C:6]([F:20])[C:5]=1[F:21].O>CO.Cl>[Cl:1][C:2](=[CH2:22])[CH2:3][C:4]1[C:5]([F:21])=[C:6]([F:20])[C:7]([CH2:8][OH:9])=[C:16]([F:19])[C:17]=1[F:18]. Procedure: The tetrahydropyranyl ether prepared in stage (i) (0.2 g), was dissolved in methanol (6 cm3), and to the stirred solution was added concentrated hydrochloric acid (several drops). After stirring for 6 hours, and standing for a further 14 hours, the reaction mixture was poured into water, and extracted into ethyl acetate. The organic layer was washed with water and brine, dried, and the solvent evaporated under reduced pressure to give 4-(2-chloroprop-2-en-1-yl)-2,3,5,6-tetrafluorobenzyl alcohol ... Starting materials: peroxide, OO (hydrogen peroxide), C(CCCCC(=O)OC1CC(N(C(C1)(C)C)O)(C)C)(=O)OC1CC(N(C(C1)(C)C)O)(C)C (bis(1-oxyl-2,2,6,6-tetramethylpieridin-4-yl) adipate), ferrous chloride tetrahydrate, C(C)(C)(C)O (tert-butyl alcohol), S(=O)([O-])[O-].[Na+].[Na+] (sodium sulfite). The product is OC(CON1C(CC(CC1(C)C)OC(CCCCC(=O)OC1CC(N(C(C1)(C)C)OCC(C)(C)O)(C)C)=O)(C)C)(C)C (Bis[1-(2-hydroxy-2-methylpropoxy)-2,2,6,6-tetramethylpiperidin-4-yl]Adipate). As a reaction SMILES: OO.[C:3]([O:23][CH:24]1[CH2:29][C:28]([CH3:31])([CH3:30])[N:27]([OH:32])[C:26]([CH3:34])([CH3:33])[CH2:25]1)(=[O:22])[CH2:4][CH2:5][CH2:6][CH2:7][C:8]([O:10][CH:11]1[CH2:16][C:15]([CH3:18])([CH3:17])[N:14]([OH:19])[C:13]([CH3:21])([CH3:20])[CH2:12]1)=[O:9].S([O-])([O-])=O.[Na+].[Na+].[C:41]([OH:45])([CH3:44])([CH3:43])[CH3:42]>>[OH:45][C:41]([CH3:44])([CH3:43])[CH2:42][O:19][N:14]1[C:15]([CH3:18])([CH3:17])[CH2:16][CH:11]([O:10][C:8](=[O:9])[CH2:7][CH2:6][CH2:5][CH2:4][C:3]([O:23][CH:24]2[CH2:25][C:26]([CH3:34])([CH3:33])[N:27]([O:32][CH2:42][C:41]([OH:45])([CH3:44])[CH3:43])[C:28]([CH3:31])([CH3:30])[CH2:29]2)=[O:22])[CH2:12][C:13]1([CH3:21])[CH3:20] |f:2.3.4|. Procedure details: Aqueous hydrogen peroxide is added to a mixture of bis(1-oxyl-2,2,6,6-tetramethylpieridin-4-yl) adipate and ferrous chloride tetrahydrate in tert-butyl alcohol at 30-50° C. Excess peroxide is decomposed with aqueous sodium sulfite solution. The organic layer is concentrated and the crude product is purified by flash chromatography on silica gel to afford the title compound. Reactants: Cl.C(C)(C)(C)NN (t-butyl hydrazine hydrochloride), Cl (hydrochloric acid), C(C1=CC=CC=C1)(=O)C(=O)O (Benzoylformic acid). The solvent is O (water). The product is C(C)(C)(C)NN=C(O)C(C1=CC=CC=C1)=O (Benzoylformic acid t-Butyl hydrazone). The yield is 99.6%. As a reaction SMILES: Cl.[C:2]([NH:6][NH2:7])([CH3:5])([CH3:4])[CH3:3].Cl.[C:9]([C:17](O)=[O:18])(=[O:16])[C:10]1[CH:15]=[CH:14][CH:13]=[CH:12][CH:11]=1>O>[C:2]([NH:6][N:7]=[C:17]([C:9](=[O:16])[C:10]1[CH:15]=[CH:14][CH:13]=[CH:12][CH:11]=1)[OH:18])([CH3:5])([CH3:4])[CH3:3] |f:0.1|. Reported procedure: A mixture of 296 grams (g) (2.37 mol) of t-butyl hydrazine hydrochloride, 20 milliliters (mL) of concentrated hydrochloric acid (HCl) and 2 liters (L) of water was stirred at room temperature to give a clear solution. Benzoylformic acid (400 g, 2.61 mol) was added in four equal portions at 3 minute intervals. The mixture was stirred overnight at room temperature and filtered. The solid collected was washed with water and dried in vacuo to furnish 520 g (99%) of the compound, mp 138°-139° C. The reactants are NC(=S)S, CC(=O)[O-], CNCc1ccccc1C(N)c1ccccc1, CC(C)O, [Cl-], Cl, Cl, [K+], [K+], S=C=S. Yields the product CN1Cc2ccccc2C(c2ccccc2)NC1=S. Reaction SMILES: [C:28]([SH:29])(=[S:30])[NH2:31].[CH3:21][C:22](=[O:23])[O-:24].[CH3:3][NH:4][CH2:5][c:6]1[c:7]([CH:12]([NH2:13])[c:14]2[cH:15][cH:16][cH:17][cH:18][cH:19]2)[cH:8][cH:9][cH:10][cH:11]1.[CH:34]([OH:35])([CH3:36])[CH3:37].[Cl-:32].[ClH:1].[ClH:2].[K+:20].[K+:33].[S:25]=[C:26]=[S:27]>>[CH3:3][N:4]1[CH2:5][c:6]2[c:7]([cH:8][cH:9][cH:10][cH:11]2)[CH:12]([c:14]2[cH:15][cH:16][cH:17][cH:18][cH:19]2)[NH:13][C:26]1=[S:25]. Reactants: p-SiMe3, compound 2, C[C@H]1NCCNC1 ((R)-2-methylpiperazine), C[Si](C=1C=C(N)C=CC1)(C)C (m-Trimethylsilyl Aniline), ClC1=NC=CC=C1Cl (2,3-dichloro-pyridine), compound 3. Yields the product ClC=1C(=NC=CC1)N1CC(NCC1)C (1-(3-chloro-2-pyridyl)-3-methyl-piperazine). Isolated yield 93.2%. As a reaction SMILES: C[Si](C)(C)C1C=C(C=CC=1)N.Cl[C:13]1[C:18]([Cl:19])=[CH:17][CH:16]=[CH:15][N:14]=1.[CH3:20][C@@H:21]1[CH2:26][NH:25][CH2:24][CH2:23][NH:22]1>>[Cl:19][C:18]1[C:13]([N:25]2[CH2:24][CH2:23][NH:22][CH:21]([CH3:20])[CH2:26]2)=[N:14][CH:15]=[CH:16][CH:17]=1. Procedure: Compound A-02 can be synthesized according to method 1. Just R1, R2, and R3 of Scheme 1 are respectively —Cl, -Me and p-SiMe3. More specifically, compound 1 is 2,3-dichloro-pyridine (6 g), compound 2 is (R)-2-methylpiperazine, the synthesized compound 3 is 1-(3-chloro-2-pyridyl)-3-methyl-piperazine (38 g, yield about 93.2%). Starting materials: CN1CCOCC1, CCc1[nH]c(C(=O)O)nc1Cl, CCOC(=O)c1cccc2nc(N3CC(N)C3)sc12, On1nnc2ccccc21. Yields the product CCOC(=O)c1cccc2nc(N3CC(NC(=O)c4nc(Cl)c(CC)[nH]4)C3)sc12. Reaction SMILES: [CH3:41][N:42]1[CH2:43][CH2:44][O:45][CH2:46][CH2:47]1.[Cl:20][c:21]1[n:22][c:23]([C:28](=[O:29])[OH:30])[nH:24][c:25]1[CH2:26][CH3:27].[NH2:1][CH:2]1[CH2:3][N:4]([c:6]2[s:7][c:8]3[c:9]([n:10]2)[cH:11][cH:12][cH:13][c:14]3[C:15](=[O:16])[O:17][CH2:18][CH3:19])[CH2:5]1.[OH:31][n:32]1[c:33]2[cH:34][cH:35][cH:36][cH:37][c:38]2[n:39][n:40]1>>[NH:1]([CH:2]1[CH2:3][N:4]([c:6]2[s:7][c:8]3[c:9]([n:10]2)[cH:11][cH:12][cH:13][c:14]3[C:15](=[O:16])[O:17][CH2:18][CH3:19])[CH2:5]1)[C:28]([c:23]1[n:22][c:21]([Cl:20])[c:25]([CH2:26][CH3:27])[nH:24]1)=[O:29]. Reactants: OC1CCOCC1 (4-hydroxytetrahydropyran), [H-].[Na+] (NaH), BrC1=CC(=NC=C1)Cl (4-bromo-2-chloropyridine). Solvent: C1CCOC1 (THF). Reaction conditions: time 18 hour. Product: BrC1=CC(=NC=C1)OC1CCOCC1 (4-bromo-2-(tetrahydro-pyran-4-yloxy)-pyridine). As a reaction SMILES: [H-].[Na+].[OH:3][CH:4]1[CH2:9][CH2:8][O:7][CH2:6][CH2:5]1.[Br:10][C:11]1[CH:16]=[CH:15][N:14]=[C:13](Cl)[CH:12]=1>C1COCC1>[Br:10][C:11]1[CH:16]=[CH:15][N:14]=[C:13]([O:3][CH:4]2[CH2:9][CH2:8][O:7][CH2:6][CH2:5]2)[CH:12]=1 |f:0.1|. Procedure: To a suspension of NaH (0.4 g, 10 mmol) in THF (20 ml) at 0° C. was added 4-hydroxytetrahydropyran (1.02 ml, 10 mmol). The reaction mixture was allowed to warm to room temperature and stirred for 30 mins before 4-bromo-2-chloropyridine (0.89 ml, 8.0 mmol) was added dropwise. The reaction mixture was stirred for 18 h before being quenched with EtOH (1 ml), partitioned between CH2Cl2 and H2O and extracted CH2Cl2 (×2). The organics were combined, dried (MgSO4) and the solvent removed in vacuo. Puri... Reactants: CC1(OC2=C(C(=C1)C1=NC=CC=C1)C=CC=C2)C (2,2-dimethyl-4-(2-pyridyl)-2H-1-benzopyran), [H][H] (hydrogen). The reagents and catalysts are [Pd] (palladium-on-charcoal). The solvent is C(C)O (ethanol). Yields the product CC1(OC2=C(C(C1)C1=NC=CC=C1)C=CC=C2)C (3,4-dihydro-2,2-dimethyl-4-(2-pyridyl)-2H-1-benzopyran). The yield is 72.3%. Reaction SMILES: [CH3:1][C:2]1([CH3:18])[CH:7]=[C:6]([C:8]2[CH:13]=[CH:12][CH:11]=[CH:10][N:9]=2)[C:5]2[CH:14]=[CH:15][CH:16]=[CH:17][C:4]=2[O:3]1.[H][H]>C(O)C.[Pd]>[CH3:1][C:2]1([CH3:18])[CH2:7][CH:6]([C:8]2[CH:13]=[CH:12][CH:11]=[CH:10][N:9]=2)[C:5]2[CH:14]=[CH:15][CH:16]=[CH:17][C:4]=2[O:3]1. Reported procedure: 6.95 g of 2,2-dimethyl-4-(2-pyridyl)-2H-1-benzopyran were dissolved in 100 ml of ethanol and shaken at room temperature with 10% palladium-on-charcoal under a hydrogen atmosphere. After the required volume of hydrogen had been taken up the catalyst was filtered off, the filtrate was evaporated and the residue was recrystallized from n-hexane to give 5.07 g of 3,4-dihydro-2,2-dimethyl-4-(2-pyridyl)-2H-1-benzopyran of melting point 99°-101° C. The reactants are C1(CCCCC1)C1=CC=CC=C1 (cyclohexylbenzene), [Cl-].[Al+3].[Cl-].[Cl-] (aluminum chloride), C12C(C1)C(=O)OC2=O (1,2-cyclopropanedicarboxylic acid anhydride), ice, Cl (hydrochloric acid). Run in [N+](=O)([O-])C1=CC=CC=C1 (nitrobenzene). Conditions: time 1 hour. The product is C1(CCCCC1)C1=CC=C(C(=O)[C@@H]2[C@@H](C2)C(=O)O)C=C1 (cis-2-(p-cyclohexylbenzoyl)-cyclopropanecarboxylic acid). Isolated yield 81.9%. As a reaction SMILES: [CH:1]1([C:7]2[CH:12]=[CH:11][CH:10]=[CH:9][CH:8]=2)[CH2:6][CH2:5][CH2:4][CH2:3][CH2:2]1.[Cl-].[Al+3].[Cl-].[Cl-].[CH:17]12[C:23](=[O:24])[O:22][C:20](=[O:21])[CH:18]1[CH2:19]2.Cl>[N+](C1C=CC=CC=1)([O-])=O>[CH:7]1([C:1]2[CH:2]=[CH:3][C:4]([C:23]([C@H:17]3[CH2:19][C@H:18]3[C:20]([OH:22])=[O:21])=[O:24])=[CH:5][CH:6]=2)[CH2:8][CH2:9][CH2:10][CH2:11][CH2:12]1 |f:1.2.3.4|. Reported procedure: 14.3 g (89.2 millimoles) of cyclohexylbenzene are added dropwise to 23.7 g (0.18 mole) of anhydrous aluminum chloride in 50 ml of nitrobenzene at 10°-15° C., whilst stirring. 10.0 g (89.2 millimoles) of 1,2-cyclopropanedicarboxylic acid anhydride are then added, a little at a time, at the same temperature and thereafter the mixture is stirred for 20 hours at room temperature, followed by 1 hour at 50° C. The solution is introduced into a mixture of 500 g of ice and 50 ml of concentrated hydrochl... The reactants are CC1=CC=C(C=C1)C=1C(=CC=CC1)C#N (4'-Methyl-1,1'-biphenyl-2-nitrile), BrN1C(CCC1=O)=O (N-bromosuccinimide), N(=NC(C#N)(C)C)C(C#N)(C)C (azobisisobutyronitrile). The solvent is C(Cl)(Cl)(Cl)Cl (carbon tetrachloride). Product: BrCC1=CC=C(C=C1)C=1C(=CC=CC1)C#N (4'-Bromomethyl-1,1'-biphenyl-2-nitrile). The yield is 96.2%. Reaction SMILES: [CH3:1][C:2]1[CH:7]=[CH:6][C:5]([C:8]2[C:9]([C:14]#[N:15])=[CH:10][CH:11]=[CH:12][CH:13]=2)=[CH:4][CH:3]=1.[Br:16]N1C(=O)CCC1=O.N(C(C)(C)C#N)=NC(C)(C)C#N>C(Cl)(Cl)(Cl)Cl>[Br:16][CH2:1][C:2]1[CH:3]=[CH:4][C:5]([C:8]2[C:9]([C:14]#[N:15])=[CH:10][CH:11]=[CH:12][CH:13]=2)=[CH:6][CH:7]=1. Reported procedure: To a solution of 699 mg (3.62 mmol) of the intermediate obtained in step B in 15 mL of carbon tetrachloride under nitrogen was added 708.3 mg (3.98 mmol, 1.1 eq) of N-bromosuccinimide and 59 mg (0.36 mmol, 0.1 eq) of azobisisobutyronitrile (AIBN). The resulting mixture was heated in the dark for 4 hours. The mixture was cooled to room temperature and filtered. The filtrate was concentrated under vacuum to afford 948 mg (96%) of the product as a yellow solid. 1H NMR (200MHz,CDCl3): 4.51 (s,2H), 7...